From a dataset of the Open Reaction Database (ORD), a public repository of structured organic reaction records. describe an organic reaction: reactants, conditions, products, and yield Starting materials: C(CC1=CC=CC=C1)C=1C(=C2C=CN3C2=C(C1)CNCC3)C(F)(F)F (6-phenethyl-7-(trifluoromethyl)-1,2,3,4-tetrahydro-[1,4]diazepino[6,7,1-hi]indole), C(C)(=O)OCC(=O)Cl (2-acetoxyacetyl chloride), C(C)(C)N(CC)C(C)C (diisopropylethylamine). Run in C(Cl)Cl (CH2Cl2). Conditions: temperature 0 celsius. Yields the product C(C)(=O)OCC(C1CN2C=CC3=C(C(=CC(=C23)CN1)CCC1=CC=CC=C1)C(F)(F)F)=O (2-oxo-2-(6-phenethyl-7-(trifluoromethyl)-3,4-dihydro-[1,4]diazepino[6,7,1-hi]indol-2(1H)-yl)ethyl acetate). Isolated yield 32.1%. RXN SMILES: [CH2:1]([C:9]1[C:10]([C:22]([F:25])([F:24])[F:23])=[C:11]2[C:15]3=[C:16]([CH2:18][NH:19][CH2:20][CH2:21][N:14]3[CH:13]=[CH:12]2)[CH:17]=1)[CH2:2][C:3]1[CH:8]=[CH:7][CH:6]=[CH:5][CH:4]=1.[C:26]([O:29][CH2:30][C:31](Cl)=[O:32])(=[O:28])[CH3:27].C(N(C(C)C)CC)(C)C>C(Cl)Cl>[C:26]([O:29][CH2:30][C:31](=[O:32])[CH:20]1[NH:19][CH2:18][C:16]2=[C:15]3[C:11](=[C:10]([C:22]([F:25])([F:24])[F:23])[C:9]([CH2:1][CH2:2][C:3]4[CH:4]=[CH:5][CH:6]=[CH:7][CH:8]=4)=[CH:17]2)[CH:12]=[CH:13][N:14]3[CH2:21]1)(=[O:28])[CH3:27]. Procedure details: To a solution of 6-phenethyl-7-(trifluoromethyl)-1,2,3,4-tetrahydro-[1,4]diazepino[6,7,1-hi]indole (prepared as described in Example 2 above, 53 mg, 0.14 mmol) in CH2Cl2 at 0° C. was added 2-acetoxyacetyl chloride (19 mg, 0.14 mmol) and diisopropylethylamine (0.072 mL, 0.42 mmol) and the resulting mixture stirred at 0° C. Upon completion of the reaction completion, the solvent was evaporated and the resulting residue triturated with methanol-diethyl ether to yield 2-oxo-2-(6-phenethyl-7-(trifluo... Starting materials: [BH4-], COc1cccc(Br)n1, [Li]CCCC, CN(C)C=O, CCOC(C)=O, Cc1ccccc1, [Na+], C1CCOC1, O. The product is COc1cccc(CO)n1. RXN SMILES: [BH4-:20].[Br:1][c:2]1[n:3][c:4]([O:8][CH3:9])[cH:5][cH:6][cH:7]1.[CH2:10]([Li:11])[CH2:12][CH2:13][CH3:14].[CH3:15][N:16]([CH:17]=[O:18])[CH3:19].[CH3:22][CH2:23][O:24][C:25](=[O:26])[CH3:27].[CH3:34][c:35]1[cH:36][cH:37][cH:38][cH:39][cH:40]1.[Na+:21].[O:29]1[CH2:30][CH2:31][CH2:32][CH2:33]1.[OH2:28]>>[c:2]1([CH2:17][OH:18])[n:3][c:4]([O:8][CH3:9])[cH:5][cH:6][cH:7]1. Reactants: CCOC(=O)C (EtOAc), NC1=C2C(=NN1)C(N(C2)C(=O)OC(C)(C)C)(C)C (tert-Butyl 3-amino-6,6-dimethyl-2,6-dihydropyrrolo[3,4-c]pyrazole-5(4H)-carboxylate), ClCO2 Et, C(C)(C)N(C(C)C)CC (N,N-diisopropylethylamine). Run in C1CCOC1 (THF). The product is NC1=C2C(=NN1C(=O)OCC)C(N(C2)C(=O)OC(C)(C)C)(C)C (5-tert-butyl 2-ethyl 3-amino-6,6-dimethylpyrrolo[3,4-c]pyrazole-2,5(4H,6H)-dicarboxylate). Yield: 38.0%. As a reaction SMILES: [NH2:1][C:2]1[NH:6][N:5]=[C:4]2[C:7]([CH3:18])([CH3:17])[N:8]([C:10]([O:12][C:13]([CH3:16])([CH3:15])[CH3:14])=[O:11])[CH2:9][C:3]=12.C(N(CC)C(C)C)(C)C.[CH3:28][CH2:29][O:30][C:31](C)=[O:32]>C1COCC1>[NH2:1][C:2]1[N:6]([C:31]([O:30][CH2:29][CH3:28])=[O:32])[N:5]=[C:4]2[C:7]([CH3:18])([CH3:17])[N:8]([C:10]([O:12][C:13]([CH3:16])([CH3:15])[CH3:14])=[O:11])[CH2:9][C:3]=12. Procedure details: 15 g of tert-Butyl 3-amino-6,6-dimethyl-2,6-dihydropyrrolo[3,4-c]pyrazole-5(4H)-carboxylate (59.4 mmol) were dissolved in anhydrous THF (150 ml) and treated, at 0° C. under Ar atmosphere, first with N,N-diisopropylethylamine (50 ml) and then with ClCO2 Et (4.65 ml, 1 eq.) dropwise. 90 minutes later, the solvent was diluted with EtOAc (1 l), washed with water and then with brine, dried over sodium sulfate and evaporated. The crude product was purified by flash chromatography (hexane/EtOAc 2/8) to... Reactants: NC1=CC=C(C=C1)CC(=O)NCCCO (2-(4-amino-phenyl)-N-(3-hydroxy-propyl)-acetamide), C1CC(=O)N(C1=O)Br (NBS). The product is NC1=C(C=C(C=C1)CC(=O)NCCCO)Br (2-(4-Amino-3-bromo-phenyl)-N-(3-hydroxy-propyl)-acetamide). Reaction SMILES: [NH2:1][C:2]1[CH:7]=[CH:6][C:5]([CH2:8][C:9]([NH:11][CH2:12][CH2:13][CH2:14][OH:15])=[O:10])=[CH:4][CH:3]=1.C1C(=O)N([Br:23])C(=O)C1>>[NH2:1][C:2]1[CH:3]=[CH:4][C:5]([CH2:8][C:9]([NH:11][CH2:12][CH2:13][CH2:14][OH:15])=[O:10])=[CH:6][C:7]=1[Br:23]. Procedure: The title compound was prepared from 2-(4-amino-phenyl)-N-(3-hydroxy-propyl)-acetamide (as prepared in the previous step) and NBS according to the procedure in Example 7, step (c). Mass spectrum (ESI, m/z): Calcd. for C1H15BrN2O2, 287.0 (M+H). found 287.0. The reactants are CC=1C=CC2=C(C1)OC(C=1CNCCC12)=O (8-methyl-1,2,3,4-tetrahydro-chromeno[3,4-c]pyridin-5-one), ClC1=CC=C(C=O)C=C1 (4-chlorobenzaldehyde). Yields the product ClC1=CC=C(CN2CC3=C(CC2)C=2C=CC(=CC2OC3=O)C)C=C1 (3-(4-Chloro-benzyl)-8-methyl-1,2,3,4-tetrahydro-chromeno[3,4-c]pyridin-5-one). The yield is 65.0%. Reaction SMILES: [CH3:1][C:2]1[CH:3]=[CH:4][C:5]2[C:15]3[CH2:14][CH2:13][NH:12][CH2:11][C:10]=3[C:9](=[O:16])[O:8][C:6]=2[CH:7]=1.[Cl:17][C:18]1[CH:25]=[CH:24][C:21]([CH:22]=O)=[CH:20][CH:19]=1>>[Cl:17][C:18]1[CH:25]=[CH:24][C:21]([CH2:22][N:12]2[CH2:13][CH2:14][C:15]3[C:5]4[CH:4]=[CH:3][C:2]([CH3:1])=[CH:7][C:6]=4[O:8][C:9](=[O:16])[C:10]=3[CH2:11]2)=[CH:20][CH:19]=1. Procedure: Prepared by the procedure of Example 3 from 8-methyl-1,2,3,4-tetrahydro-chromeno[3,4-c]pyridin-5-one* and 4-chlorobenzaldehyde. Yield 65%; mp 147°-149° C. Reactants: C[O-], CCOC(=O)c1ccc(Cl)cc1Cl, Cl, [Na+], CCOC(=O)Cc1cccnc1. The product is O=C(Cc1cccnc1)c1ccc(Cl)cc1Cl. As a reaction SMILES: [CH3:26][O-:27].[Cl:1][c:2]1[c:3]([C:4]([O:6][CH2:5][CH3:7])=[O:8])[cH:9][cH:10][c:11]([Cl:13])[cH:12]1.[ClH:29].[Na+:28].[n:14]1[cH:15][c:16]([CH2:20][C:21]([O:22][CH2:23][CH3:24])=[O:25])[cH:17][cH:18][cH:19]1>>[Cl:1][c:2]1[c:3]([C:4](=[O:6])[CH2:20][c:16]2[cH:15][n:14][cH:19][cH:18][cH:17]2)[cH:9][cH:10][c:11]([Cl:13])[cH:12]1. Starting materials: BrC1=NNC2=CC=CC(=C12)[N+](=O)[O-] (3-bromo-4-nitro-1H-indazole), C([O-])([O-])=O.[K+].[K+] (potassium carbonate), Cl.ClCC1=NN(C=C1)C(C)C (3-(chloromethyl)-1-isopropyl-1H-pyrazole hydrochloride). The solvent is CN(C)C=O (DMF). Conditions: time 15 minute. The product is BrC1=NN(C2=CC=CC(=C12)[N+](=O)[O-])CC1=NN(C=C1)C(C)C (3-bromo-1-((1-isopropyl-1H-pyrazol-3-yl)methyl)-4-nitro-1H-indazole). The yield is 90.5%. RXN SMILES: [Br:1][C:2]1[C:10]2[C:5](=[CH:6][CH:7]=[CH:8][C:9]=2[N+:11]([O-:13])=[O:12])[NH:4][N:3]=1.C(=O)([O-])[O-].[K+].[K+].Cl.Cl[CH2:22][C:23]1[CH:27]=[CH:26][N:25]([CH:28]([CH3:30])[CH3:29])[N:24]=1>CN(C=O)C>[Br:1][C:2]1[C:10]2[C:5](=[CH:6][CH:7]=[CH:8][C:9]=2[N+:11]([O-:13])=[O:12])[N:4]([CH2:22][C:23]2[CH:27]=[CH:26][N:25]([CH:28]([CH3:30])[CH3:29])[N:24]=2)[N:3]=1 |f:1.2.3,4.5|. Procedure details: To a solution of 3-bromo-4-nitro-1H-indazole (Preparation B; 2.2 g, 9.1 mmol) in DMF (18 mL) was added potassium carbonate (2.5 g, 18 mmol) at ambient temperature. After 15 minutes, at ambient temperature, 3-(chloromethyl)-1-isopropyl-1H-pyrazole hydrochloride (1.8 g, 9.1 mmol) was added. The mixture was allowed to stir for 18 hours. The mixture was concentrated, diluted with ice-water and stirred for one hour. The resulting fine solids were collected by filtration and dried under vacuum to give...